This data is from the Open Reaction Database (ORD), a public repository of structured organic reaction records. The task is: describe an organic reaction: reactants, conditions, products, and yield The reactants are [Si](C)(C)(C(C)(C)C)OCC1=NC=C(C=C1)OCOC (2-(((tert-butyl(dimethyl)silyl)oxy)methyl)-5-(methoxymethoxy)pyridine), CCCCCC.C(CCC)[Li] (n-butyllithium hexane), FN(S(=O)(=O)C1=CC=CC=C1)S(=O)(=O)C1=CC=CC=C1 (N-fluoro-N-(phenylsulfonyl)benzenesulfonamide). Solvent: [Cl-].[Na+].O (brine), C1CCOC1 (THF). Reaction conditions: time 1 hour. Yields the product [Si](C)(C)(C(C)(C)C)OCC1=NC=C(C(=C1)F)OCOC (2-(((tert-butyl(dimethyl)silyl)oxy)methyl)-4-fluoro-5-(methoxymethoxy)pyridine). The yield is 52.2%. RXN SMILES: [Si:1]([O:8][CH2:9][C:10]1[CH:15]=[CH:14][C:13]([O:16][CH2:17][O:18][CH3:19])=[CH:12][N:11]=1)([C:4]([CH3:7])([CH3:6])[CH3:5])([CH3:3])[CH3:2].CCCCCC.C([Li])CCC.[F:31]N(S(C1C=CC=CC=1)(=O)=O)S(C1C=CC=CC=1)(=O)=O>C1COCC1.[Cl-].[Na+].O>[Si:1]([O:8][CH2:9][C:10]1[CH:15]=[C:14]([F:31])[C:13]([O:16][CH2:17][O:18][CH3:19])=[CH:12][N:11]=1)([C:4]([CH3:7])([CH3:6])[CH3:5])([CH3:2])[CH3:3] |f:1.2,5.6.7|. Reported procedure: To a solution of 2-(((tert-butyl(dimethyl)silyl)oxy)methyl)-5-(methoxymethoxy)pyridine (13.5 g) in THF (100 mL) was added 1.6 M n-butyllithium hexane solution (38.6 mL) at −78° C., and the mixture was stirred at the same temperature for 1 hr. To the reaction mixture was added N-fluoro-N-(phenylsulfonyl)benzenesulfonamide (19.5 g) at −78° C., and the mixture was allowed to warm to room temperature, and stirred for 30 min. To the reaction mixture was added saturated brine, and the mixture was extr... The reactants are C(C)C1=C(C(=CC(=C1)C)CC)C(C(=O)NN)=O (2-(2,6-diethyl-4-methylphenyl)-2-oxoacetohydrazide), isobutylaldehyde. Solvent: CO (methanol). Conditions: time 1.5 hour. The product is C(C)C1=C(C(=CC(=C1)C)CC)C(C(=O)NN=CC(C)C)=O (1-[2-(2,6-diethyl-4-methylphenyl)-2-oxoacetyl]-2-(2-methyl-1-propylidene)hydrazine). Isolated yield 188.5%. As a reaction SMILES: [CH2:1]([C:3]1[CH:8]=[C:7]([CH3:9])[CH:6]=[C:5]([CH2:10][CH3:11])[C:4]=1[C:12](=[O:17])[C:13]([NH:15][NH2:16])=[O:14])[CH3:2]>CO>[CH2:1]([C:3]1[CH:8]=[C:7]([CH3:9])[CH:6]=[C:5]([CH2:10][CH3:11])[C:4]=1[C:12](=[O:17])[C:13]([NH:15][N:16]=[CH:1][CH:3]([CH3:8])[CH3:4])=[O:14])[CH3:2]. Reported procedure: To a 300 mL volume three-necked flask, 20.0 g of 2-(2,6-diethyl-4-methylphenyl)-2-oxoacetohydrazide ((12-1)-(11)-39), 76 ml of methanol and 12.3 g of isobutylaldehyde were added and the mixture was stirred at room temperature for 1.5 hours. The reaction mixture was concentrated under reduced pressure and then hexane was added thereto. The precipitated crystals were collected by filtration and dried under reduced pressure to give 23.2 g of 1-[2-(2,6-diethyl-4-methylphenyl)-2-oxoacetyl]-2-(2-methy... Reactants: CCO, [Cl-], [Fe], O=C(NCCNc1nsc2ccc([N+](=O)[O-])cc12)c1ccccn1, [NH4+], O. Yields the product Nc1ccc2snc(NCCNC(=O)c3ccccn3)c2c1. As a reaction SMILES: [CH3:27][CH2:28][OH:29].[Cl-:25].[Fe:31].[N+:1]([O-:2])(=[O:3])[c:4]1[cH:5][cH:6][c:7]2[c:8]([c:9]([NH:12][CH2:13][CH2:14][NH:15][C:16]([c:17]3[cH:18][cH:19][cH:20][cH:21][n:22]3)=[O:23])[n:10][s:11]2)[cH:24]1.[NH4+:26].[OH2:30]>>[NH2:1][c:4]1[cH:5][cH:6][c:7]2[c:8]([c:9]([NH:12][CH2:13][CH2:14][NH:15][C:16]([c:17]3[cH:18][cH:19][cH:20][cH:21][n:22]3)=[O:23])[n:10][s:11]2)[cH:24]1. The reactants are FC(C(=O)O)(F)F.ClC1=C(C=CC(=C1)Cl)C1=CC=2N(C(=N1)NC(CN)C)C=CN2 (N2-[7-(2,4-Dichlorophenyl)imidazo[1,2-c]pyrimidin-5-yl]propane-1,2-diamine trifluoracetate), NC1=NC(=CC=C1[N+](=O)[O-])Cl (2-amino-6-chloro-3-nitropyridine), C(C)(C)N(C(C)C)CC (N,N-diisopropylethylamine). Product: ClC1=C(C=CC(=C1)Cl)C1=CC=2N(C(=N1)NC(CNC1=CC=C(C(=N1)N)[N+](=O)[O-])C)C=CN2 (N6-(2-{[7-(2,4-Dichlorophenyl)imidazo[1,2-c]pyrimidin-5-yl]amino}propyl)-3-nitropyridine-2,6-diamine). As a reaction SMILES: FC(F)(F)C(O)=O.[Cl:8][C:9]1[CH:14]=[C:13]([Cl:15])[CH:12]=[CH:11][C:10]=1[C:16]1[N:21]=[C:20]([NH:22][CH:23]([CH3:26])[CH2:24][NH2:25])[N:19]2[CH:27]=[CH:28][N:29]=[C:18]2[CH:17]=1.[NH2:30][C:31]1[C:36]([N+:37]([O-:39])=[O:38])=[CH:35][CH:34]=[C:33](Cl)[N:32]=1.C(N(CC)C(C)C)(C)C>>[Cl:8][C:9]1[CH:14]=[C:13]([Cl:15])[CH:12]=[CH:11][C:10]=1[C:16]1[N:21]=[C:20]([NH:22][CH:23]([CH3:26])[CH2:24][NH:25][C:33]2[N:32]=[C:31]([NH2:30])[C:36]([N+:37]([O-:39])=[O:38])=[CH:35][CH:34]=2)[N:19]2[CH:27]=[CH:28][N:29]=[C:18]2[CH:17]=1 |f:0.1|. Procedure details: N6-(2-{[7-(2,4-Dichlorophenyl)imidazo[1,2-c]pyrimidin-5-yl]amino}propyl)-3-nitropyridine-2,6-diamine (Example 83) is prepared in analogy to Example 82 from Example 37A (300 mg, 0.47 mmol), 2-amino-6-chloro-3-nitropyridine (161 mg, 0.93 mmol) and N,N-diisopropylethylamine (600 mg, 4.6 mmol). The crude product is reprecipitated from N,N-dimethylformamide and acetonitrile. The product is filtered off and washed with acetonitrile and dried. 99 mg (45% of theory) of the product are obtained as a soli...